From a dataset of the Open Reaction Database (ORD), a public repository of structured organic reaction records. describe an organic reaction: reactants, conditions, products, and yield Starting materials: CC=1C=CC(=NC1)C=1C=CC=C(C(=O)O)C1 (5-(5-methylpyridin-2-yl)benzoic acid), CN (methanamine), C(CCl)Cl (EDC), C=1C=CC2=C(C1)N=NN2O (HOBT), C(C)(C)N(CC)C(C)C (diisopropylethylamine), CN(C=O)C (N,N-dimethylformamide). The solvent is O (water). Conditions: time 18 hour. Product: CNC(=O)C=1C=C(C(=O)OC(C)(C)C)C=C(C1)C1=NC=C(C=C1)C (tert-Butyl 3-[(methylamino)carbonyl]-5-(5-methylpyridin-2-yl)benzoate). As a reaction SMILES: [CH3:1][C:2]1[CH:3]=[CH:4][C:5]([C:8]2[CH:9]=[CH:10][CH:11]=[C:12]([CH:16]=2)[C:13]([OH:15])=[O:14])=[N:6][CH:7]=1.CN.C(Cl)CCl.C1C=C[C:26]2N(O)N=N[C:27]=2[CH:28]=1.[CH:33](N(C(C)C)CC)(C)C.[CH3:42][N:43](C)[CH:44]=[O:45]>O>[CH3:42][NH:43][C:44]([C:10]1[CH:11]=[C:12]([CH:16]=[C:8]([C:5]2[CH:4]=[CH:3][C:2]([CH3:1])=[CH:7][N:6]=2)[CH:9]=1)[C:13]([O:15][C:27]([CH3:26])([CH3:28])[CH3:33])=[O:14])=[O:45]. Reported procedure: To a solution of 3-tert-butoxycarbonyl)-5-(5-methylpyridin-2-yl)benzoic acid (1.15 g, 3.67 mmol) in N,N-dimethylformamide (36 mL) were added methanamine (5.51 mL, 11.01 mmol), EDC (2.11 g, 11.01 mmol), HOBT (1.12 g, 7.34 mmol) and diisopropylethylamine (2.56 mL, 14.68 mmol). The reaction mixture was stirred at ambient temperature. After 18 h, water was added and the mixture was extracted with ethyl acetate (3×). The combined organic extracts were washed with water (2×), brine, dried over sodium ... Reactants: CNc1ccc(CC(=O)OC)cc1, Cl, [Li+], C1CCOC1, [OH-]. Product: CNc1ccc(CC(=O)O)cc1. Reaction SMILES: [CH3:1][NH:2][c:3]1[cH:4][cH:5][c:6]([CH2:9][C:10](=[O:11])[O:12][CH3:13])[cH:7][cH:8]1.[ClH:16].[Li+:14].[O:17]1[CH2:18][CH2:19][CH2:20][CH2:21]1.[OH-:15]>>[CH3:1][NH:2][c:3]1[cH:4][cH:5][c:6]([CH2:9][C:10](=[O:11])[OH:12])[cH:7][cH:8]1. Reaction conditions: time 30 minute. Starting materials: FC1=C(OC=2C=CC=3N(N2)C=CC(C3C3=C(C=CC(=C3)C(=O)N3CCCC3)C=C)=O)C=CC(=C1)F (2-(2,4-difluorophenoxy)-5-[5-(pyrrolidin-1-ylcarbonyl)-2-vinylphenyl]-6H-pyrido[1,2-b]pyridazin-6-one). The solvent is CCOC(=O)C (EtOAc). Reported procedure: 2-(2,4-difluorophenoxy)-5-[5-(pyrrolidin-1-ylcarbonyl)-2-vinylphenyl]-6H-pyrido[1,2-b]pyridazin-6-one (14 mg, 0.03 mmol) was disolved in EtOAc (2 mL) and purged with nitrogen (3×). A catalytic amount of activated Pd on carbon was added and the system was purged with nitrogen (3×) and hydrogen (3×). The reaction was complete in 30 min and the reaction was filtered through celite and concentrated. The crude residue was purified via silica gel chromatography (EtOAc/CH2Cl2/MeOH). As a reaction SMILES: [F:1][C:2]1[CH:34]=[C:33]([F:35])[CH:32]=[CH:31][C:3]=1[O:4][C:5]1[CH:6]=[CH:7][C:8]2[N:9]([CH:11]=[CH:12][C:13](=[O:30])[C:14]=2[C:15]2[CH:20]=[C:19]([C:21]([N:23]3[CH2:27][CH2:26][CH2:25][CH2:24]3)=[O:22])[CH:18]=[CH:17][C:16]=2[CH:28]=[CH2:29])[N:10]=1>CCOC(C)=O>[F:1][C:2]1[CH:34]=[C:33]([F:35])[CH:32]=[CH:31][C:3]=1[O:4][C:5]1[CH:6]=[CH:7][C:8]2[N:9]([CH:11]=[CH:12][C:13](=[O:30])[C:14]=2[C:15]2[CH:20]=[C:19]([C:21]([N:23]3[CH2:24][CH2:25][CH2:26][CH2:27]3)=[O:22])[CH:18]=[CH:17][C:16]=2[CH2:28][CH3:29])[N:10]=1. Yields the product FC1=C(OC=2C=CC=3N(N2)C=CC(C3C3=C(C=CC(=C3)C(=O)N3CCCC3)CC)=O)C=CC(=C1)F (2-(2,4-difluorophenoxy)-5-[2-ethyl-5-(pyrrolidin-1-ylcarbonyl)phenyl]-6H-pyrido[1,2-b]pyridazin-6-one). Reactants: COC(=O)C=1SC(=CC1)C#CCNC(=O)OC(C)(C)C (5-(3-tert-Butoxycarbonylamino-prop-1 ynyl)-thiophene-2-carboxylic acid methyl ester), C(C)(C)(C)OC(NCC#C)=O (prop-2-ynyl-carbamic acid tert-butyl ester), COC(=O)C=1SC(=CC1)Br (5-bromo-thiophene-2-carboxylic acid methyl ester), tetrakistriphenylphosphine(0) palladium. Reagents/catalysts: C(C)N(CC)CC (triethylamine). Solvent: CCOC(=O)C (EtOAc), C(C)#N (acetonitrile). The product is COC(=O)C=1SC(=CC1)CCCN (5-(3Amino-propyl)-thiophene-2-carboxylic acid methyl ester). Reaction SMILES: [CH3:1][O:2][C:3]([C:5]1[S:6][C:7]([C:10]#[C:11][CH2:12][NH:13]C(OC(C)(C)C)=O)=[CH:8][CH:9]=1)=[O:4].C(OC(=O)NCC#C)(C)(C)C.COC(C1SC(Br)=CC=1)=O>C(#N)C.CCOC(C)=O.C(N(CC)CC)C>[CH3:1][O:2][C:3]([C:5]1[S:6][C:7]([CH2:10][CH2:11][CH2:12][NH2:13])=[CH:8][CH:9]=1)=[O:4]. Procedure: 5-(3-tert-Butoxycarbonylamino-prop-1 ynyl)-thiophene-2-carboxylic acid methyl ester, A mixture of prop-2-ynyl-carbamic acid tert-butyl ester (1.67 g, 0.011 mmol), 5-bromo-thiophene-2-carboxylic acid methyl ester (2.50 g, 0.011 mmol), tetrakistriphenylphosphine(0) palladium (0.622 g, 0.0538 mmol), Cul (0.102 g, 0.538 mmol) and triethylamine (1.57 mL, 0.011 mmol) in 50 mL acetonitrile under nitrogen was heated at reflux for 16 h. The reaction was cooled to room temperature, diluted with 75 mL EtOA...